This data is from the Open Reaction Database (ORD), a public repository of structured organic reaction records. The task is: describe an organic reaction: reactants, conditions, products, and yield Reactants: C(CCCCCC)N1CCN(CC1)C(=O)C1CC=C(N1)C=1C=NC=CC1 (1-Heptyl-4-[2-(3-pyridyl)-2-pyrrolin-5-ylcarbonyl]piperazine). Run in O (water). Yields the product C(CCCCCC)N1CCN(CC1)C(=O)C1NC(CC1)C=1C=NC=CC1 (1-heptyl-4-[5-(3-pyridyl)pyrrolidin-2-ylcarbonyl]piperazine). Isolated yield 43.6%. Reaction SMILES: [CH2:1]([N:8]1[CH2:13][CH2:12][N:11]([C:14]([CH:16]2[NH:20][C:19]([C:21]3[CH:22]=[N:23][CH:24]=[CH:25][CH:26]=3)=[CH:18][CH2:17]2)=[O:15])[CH2:10][CH2:9]1)[CH2:2][CH2:3][CH2:4][CH2:5][CH2:6][CH3:7]>O>[CH2:1]([N:8]1[CH2:13][CH2:12][N:11]([C:14]([CH:16]2[CH2:17][CH2:18][CH:19]([C:21]3[CH:22]=[N:23][CH:24]=[CH:25][CH:26]=3)[NH:20]2)=[O:15])[CH2:10][CH2:9]1)[CH2:2][CH2:3][CH2:4][CH2:5][CH2:6][CH3:7]. Procedure details: 1-Heptyl-4-[2-(3-pyridyl)-2-pyrrolin-5-ylcarbonyl]piperazine (570 mg) was catalytically reduced in 20 ml of water plus 20 ml of ethanol in the presence of platinum oxide as the catalyst until cessation of the absorption of hydrogen. The catalyst was filtered off, the filtrate was concentrated under reduced pressure, and the residue was subjected to silica gel column chromatography (5 g). Elution with methanol ethyl acetate (1:10, v/v) gave 250 mg of 1-heptyl-4-[5-(3-pyridyl)pyrrolidin-2-ylcarbon... The reactants are [Br-], CC(C)(C)c1ccc(C=O)c(Cl)n1, C1CCOC1, [Li]CCCC, C[P+](c1ccccc1)(c1ccccc1)c1ccccc1, CCCCCC. Yields the product C=Cc1ccc(C(C)(C)C)nc1Cl. RXN SMILES: [Br-:24].[C:11]([CH3:12])([CH3:13])([CH3:14])[c:15]1[n:16][c:17]([Cl:23])[c:18]([CH:19]=[O:20])[cH:21][cH:22]1.[CH2:1]1[O:2][CH2:3][CH2:4][CH2:5]1.[CH2:6]([Li:7])[CH2:8][CH2:9][CH3:10].[CH3:25][P+:26]([c:27]1[cH:28][cH:29][cH:30][cH:31][cH:32]1)([c:33]1[cH:34][cH:35][cH:36][cH:37][cH:38]1)[c:39]1[cH:40][cH:41][cH:42][cH:43][cH:44]1.[CH3:45][CH2:46][CH2:47][CH2:48][CH2:49][CH3:50]>>[CH2:1]=[CH:19][c:18]1[c:17]([Cl:23])[n:16][c:15]([C:11]([CH3:12])([CH3:13])[CH3:14])[cH:22][cH:21]1. The reactants are BrC=1C=C2C=NNC2=CC1C (5-bromo-6-methyl-1H-indazole), FC1=CC=C(C=C1)B(O)O (4-fluorophenylboronic acid), N1=CC=CC=C1 (pyridine). Reagents/catalysts: C(C)(=O)O[Cu]OC(C)=O (diacetoxycopper). Run in C(Cl)Cl (DCM). Conditions: time 4 hour. The product is BrC=1C=C2C=NN(C2=CC1C)C1=CC=C(C=C1)F (5-bromo-1-(4-fluorophenyl)-6-methyl-1H-indazole). Yield: 64.1%. Reaction SMILES: [Br:1][C:2]1[CH:3]=[C:4]2[C:8](=[CH:9][C:10]=1[CH3:11])[NH:7][N:6]=[CH:5]2.[F:12][C:13]1[CH:18]=[CH:17][C:16](B(O)O)=[CH:15][CH:14]=1.N1C=CC=CC=1>C(Cl)Cl.C(O[Cu]OC(=O)C)(=O)C>[Br:1][C:2]1[CH:3]=[C:4]2[C:8](=[CH:9][C:10]=1[CH3:11])[N:7]([C:16]1[CH:17]=[CH:18][C:13]([F:12])=[CH:14][CH:15]=1)[N:6]=[CH:5]2. Reported procedure: To a solution of 5-bromo-6-methyl-1H-indazole (2.89 g, 13.69 mmol,) in DCM (137 mL) was added 4-fluorophenylboronic acid (3.83 g, 27.4 mmol), diacetoxycopper (2.48 g, 13.7 mmol), pyridine (2.2 mL, 27.4 mmol) and 4 Å molecular sieves. The reaction was stirred open to air for about 4 h. The reaction mixture was filtered through a pad of Celite® rinsing with EtOAc (80 mL) and then concentrated to about (60 mL) under reduced pressure. Water was added (40 mL) and the layers were separated. The aqueou...